This data is from the Open Reaction Database (ORD), a public repository of structured organic reaction records. The task is: describe an organic reaction: reactants, conditions, products, and yield Starting materials: C(C)(=O)C1=CC=C(C=C1)S(=O)(=O)N(CC(C)C)C1=C(C=C(C=C1)C)C (4-acetyl-N-(2,4-dimethylphenyl)-N-isobutylbenzenesulfonamide), C(CCC)[Li] (n-butyl lithium), CC=1N=NN(N1)C(C1=CC=CC=C1)(C1=CC=CC=C1)C1=CC=CC=C1 (5-methyl-2-trityl-2H-tetrazole), crude residue, [Li]CCCC (n-BuLi). The solvent is O1CCCC1 (tetrahydrofuran), O1CCCC1 (tetrahydrofuran), O1CCCC1 (tetrahydrofuran). Reaction conditions: temperature -78 celsius, time 45 minute. Yields the product CC1=C(C=CC(=C1)C)N(S(=O)(=O)C1=CC=C(C=C1)C(CC=1N=NN(N1)C(C1=CC=CC=C1)(C1=CC=CC=C1)C1=CC=CC=C1)(C)O)CC(C)C (N-(2,4-dimethylphenyl)-4-(2-hydroxy-1-(2-trityl-2H-tetrazol-5-yl)propan-2-yl)-N-isobutylbenzenesulfonamide). Yield: 15.3%. RXN SMILES: [CH3:1][C:2]1[N:3]=[N:4][N:5]([C:7]([C:20]2[CH:25]=[CH:24][CH:23]=[CH:22][CH:21]=2)([C:14]2[CH:19]=[CH:18][CH:17]=[CH:16][CH:15]=2)[C:8]2[CH:13]=[CH:12][CH:11]=[CH:10][CH:9]=2)[N:6]=1.[Li]CCCC.[C:31]([C:34]1[CH:39]=[CH:38][C:37]([S:40]([N:43]([C:48]2[CH:53]=[CH:52][C:51]([CH3:54])=[CH:50][C:49]=2[CH3:55])[CH2:44][CH:45]([CH3:47])[CH3:46])(=[O:42])=[O:41])=[CH:36][CH:35]=1)(=[O:33])[CH3:32]>O1CCCC1>[CH3:55][C:49]1[CH:50]=[C:51]([CH3:54])[CH:52]=[CH:53][C:48]=1[N:43]([CH2:44][CH:45]([CH3:47])[CH3:46])[S:40]([C:37]1[CH:38]=[CH:39][C:34]([C:31]([OH:33])([CH3:32])[CH2:1][C:2]2[N:3]=[N:4][N:5]([C:7]([C:8]3[CH:13]=[CH:12][CH:11]=[CH:10][CH:9]=3)([C:14]3[CH:15]=[CH:16][CH:17]=[CH:18][CH:19]=3)[C:20]3[CH:25]=[CH:24][CH:23]=[CH:22][CH:21]=3)[N:6]=2)=[CH:35][CH:36]=1)(=[O:42])=[O:41]. Procedure details: To a solution of 5-methyl-2-trityl-2H-tetrazole (68.5 mg, 0.21 mmol) in tetrahydrofuran (THF) (1 mL) stirred under nitrogen at −70° C., was added a solution of n-BuLi (1.6 M in hexanes, 0.144 mL, 0.231 mmol) and tetrahydrofuran (THF) (1 mL) dropwise over 1 minute. The reaction mixture was stirred at −78° C. for 45 minutes, then 4-acetyl-N-(2,4-dimethylphenyl)-N-isobutylbenzenesulfonamide (106 mg, 0.294 mmol) in tetrahydrofuran (THF) (1 mL) was added dropwise at −78° C. over 1 minute. The reactio... Product: Cc1cccc(-c2nc(-c3ccc(S(C)(=O)=O)cc3)sc2-c2ccnc(SCc3ccccc3)c2)c1. Reactants: CCCCCC, CN(C)C=O, Cc1cccc(-c2nc(-c3ccc(S(C)(=O)=O)cc3)sc2-c2ccnc(F)c2)c1, [H-], [Na+], [Na+], [OH-], SCc1ccccc1. RXN SMILES: [CH3:42][CH2:43][CH2:44][CH2:45][CH2:46][CH3:47].[CH3:48][N:49]([CH3:50])[CH:51]=[O:52].[F:11][c:12]1[n:13][cH:14][cH:15][c:16](-[c:18]2[c:19](-[c:33]3[cH:34][c:35]([CH3:39])[cH:36][cH:37][cH:38]3)[n:20][c:21](-[c:23]3[cH:24][cH:25][c:26]([S:29](=[O:30])(=[O:31])[CH3:32])[cH:27][cH:28]3)[s:22]2)[cH:17]1.[H-:1].[Na+:2].[Na+:41].[OH-:40].[c:3]1([CH2:9][SH:10])[cH:4][cH:5][cH:6][cH:7][cH:8]1>>[c:3]1([CH2:9][S:10][c:12]2[n:13][cH:14][cH:15][c:16](-[c:18]3[c:19](-[c:33]4[cH:34][c:35]([CH3:39])[cH:36][cH:37][cH:38]4)[n:20][c:21](-[c:23]4[cH:24][cH:25][c:26]([S:29](=[O:30])(=[O:31])[CH3:32])[cH:27][cH:28]4)[s:22]3)[cH:17]2)[cH:4][cH:5][cH:6][cH:7][cH:8]1.